From a dataset of the Open Reaction Database (ORD), a public repository of structured organic reaction records. describe an organic reaction: reactants, conditions, products, and yield Reactants: O (water), COC=1C=C2C(=C(NC2=CC1OC)C(=O)OC)C1=CC=C(C=C1)OC (methyl 5,6-dimethoxy-3-(4-methoxyphenyl)indole-2-carboxylate), [H-].[Al+3].[Li+].[H-].[H-].[H-] (lithium aluminum hydride). Solvent: O1CCCC1 (tetrahydrofuran), O1CCCC1 (tetrahydrofuran). Run at time 2 hour. The product is OCC=1NC2=CC(=C(C=C2C1C1=CC=C(C=C1)OC)OC)OC (2-hydroxymethyl-5,6-dimethoxy-3-(4-methoxyphenyl)-indole). Isolated yield 63.2%. Reaction SMILES: [CH3:1][O:2][C:3]1[CH:4]=[C:5]2[C:9](=[CH:10][C:11]=1[O:12][CH3:13])[NH:8][C:7]([C:14](OC)=[O:15])=[C:6]2[C:18]1[CH:23]=[CH:22][C:21]([O:24][CH3:25])=[CH:20][CH:19]=1.[H-].[Al+3].[Li+].[H-].[H-].[H-].O>O1CCCC1>[OH:15][CH2:14][C:7]1[NH:8][C:9]2[C:5]([C:6]=1[C:18]1[CH:19]=[CH:20][C:21]([O:24][CH3:25])=[CH:22][CH:23]=1)=[CH:4][C:3]([O:2][CH3:1])=[C:11]([O:12][CH3:13])[CH:10]=2 |f:1.2.3.4.5.6|. Procedure: A solution of methyl 5,6-dimethoxy-3-(4-methoxyphenyl)indole-2-carboxylate (0.25 g) in tetrahydrofuran (10 ml) was dropwise added to a suspension of lithium aluminum hydride (LiAlH4) (56 mg) in tetrahydrofuran (10 ml) at room temperature, followed by stirring for 2 hours at room temperature. After adding water, the mixture was extracted with ethyl acetate. The ethyl acetate layer was washed with water, dried (MgSO4) and concentrated. The precipitated crystals were collected by filtration and rec... The product is COCCOCOc1ccc(CCO)c(OC)c1. Reactants: C=Cc1ccc(OCOCCOC)cc1OC, B1C2CCCC1CCC2, C1CCOC1, O, OO. As a reaction SMILES: [CH3:1][O:2][c:3]1[c:4]([CH:16]=[CH2:17])[cH:5][cH:6][c:7]([O:9][CH2:10][O:11][CH2:12][CH2:13][O:14][CH3:15])[cH:8]1.[CH:18]12[CH2:19][CH2:20][CH2:21][CH:22]([BH:23]1)[CH2:24][CH2:25][CH2:26]2.[O:30]1[CH2:31][CH2:32][CH2:33][CH2:34]1.[OH2:27].[OH:28][OH:29]>>[CH3:1][O:2][c:3]1[c:4]([CH2:16][CH2:17][OH:27])[cH:5][cH:6][c:7]([O:9][CH2:10][O:11][CH2:12][CH2:13][O:14][CH3:15])[cH:8]1. Reactants: Cl.N[C@H](CO)CNCC12CC3CC(CC(C1)C3)C2 ((S)-2-amino-3-((1-adamantylmethyl)amino)propan-1-ol HCl salt), CCN(C(C)C)C(C)C (DIEA), CC(C)(C)[Si](C1=CC=CC=C1)(C2=CC=CC=C2)Cl (TBDPSCl). Reagents/catalysts: CN(C)C=1C=CN=CC1 (DMAP). The solvent is C(Cl)Cl (CH2Cl2). Conditions: time 2 hour. Product: [Si](C1=CC=CC=C1)(C1=CC=CC=C1)(C(C)(C)C)OC[C@H](CNCC12CC3CC(CC(C1)C3)C2)N ((S)-3-(tert-butyldiphenylsilyloxy)-N1-(1-adamantylmethyl)propane-1,2-diamine). The yield is 34.2%. As a reaction SMILES: Cl.[NH2:2][C@@H:3]([CH2:6][NH:7][CH2:8][C:9]12[CH2:18][CH:13]3[CH2:14][CH:15]([CH2:17][CH:11]([CH2:12]3)[CH2:10]1)[CH2:16]2)[CH2:4][OH:5].CCN(C(C)C)C(C)C.[CH3:28][C:29]([Si:32](Cl)([C:39]1[CH:44]=[CH:43][CH:42]=[CH:41][CH:40]=1)[C:33]1[CH:38]=[CH:37][CH:36]=[CH:35][CH:34]=1)([CH3:31])[CH3:30]>C(Cl)Cl.CN(C1C=CN=CC=1)C>[Si:32]([O:5][CH2:4][C@@H:3]([NH2:2])[CH2:6][NH:7][CH2:8][C:9]12[CH2:18][CH:13]3[CH2:12][CH:11]([CH2:17][CH:15]([CH2:14]3)[CH2:16]1)[CH2:10]2)([C:29]([CH3:31])([CH3:30])[CH3:28])([C:39]1[CH:40]=[CH:41][CH:42]=[CH:43][CH:44]=1)[C:33]1[CH:38]=[CH:37][CH:36]=[CH:35][CH:34]=1 |f:0.1|. Reported procedure: To a solution of (S)-2-amino-3-((1-adamantylmethyl)amino)propan-1-ol HCl salt (1.2 g, 3.8 mmol) in anhydrous CH2Cl2 (20 mL) were added DIEA (1.9 g, 15.2 mmol), DMAP (2.3 mg, 0.02 mmol) and TBDPSCl (1.2 g, 4.2 mmol) at 0° C. The mixture was stirred at rt for 2 h. The reaction solution was extracted with CH2Cl2 (100 mL) and water (20 mL). The organic layer was washed with brine (20 mL), dried over MgSO4, and concentrated to give the crude product, which was purified by preparative TLC (PE:EtOAc 10... Reactants: [BH4-], O=C(O)C(=O)Cc1ccccc1[N+](=O)[O-], O=C(O)C1CCCN1, [Na+], C1CCOC1. Yields the product O=C(O)C(O)Cc1ccccc1[N+](=O)[O-]. As a reaction SMILES: [BH4-:9].[N+:11](=[O:12])([O-:13])[c:14]1[c:15]([CH2:20][C:21]([C:22](=[O:23])[OH:24])=[O:25])[cH:16][cH:17][cH:18][cH:19]1.[NH:1]1[CH2:2][CH2:3][CH2:4][CH:5]1[C:6]([OH:7])=[O:8].[Na+:10].[O:26]1[CH2:27][CH2:28][CH2:29][CH2:30]1>>[N+:11](=[O:12])([O-:13])[c:14]1[c:15]([CH2:20][CH:21]([C:22](=[O:23])[OH:24])[OH:25])[cH:16][cH:17][cH:18][cH:19]1. Yield: 74.1%. The product is COC1=CC=2C3=C(N(C2C=C1)C)CC(C3)CO (1,2,3,4-Tetrahydro-7-methoxy-4-methylcyclopent[b]indole-2 -methanol). Reaction SMILES: C([O:3][C:4]([CH:6]1[CH2:20][C:9]2[N:10]([CH3:19])[C:11]3[CH:12]=[CH:13][C:14]([O:17][CH3:18])=[CH:15][C:16]=3[C:8]=2[CH2:7]1)=O)C.[H-].[Al+3].[Li+].[H-].[H-].[H-]>O1CCCC1>[CH3:18][O:17][C:14]1[CH:13]=[CH:12][C:11]2[N:10]([CH3:19])[C:9]3[CH2:20][CH:6]([CH2:4][OH:3])[CH2:7][C:8]=3[C:16]=2[CH:15]=1 |f:1.2.3.4.5.6|. Procedure: To a solution of 1,2,3,4-tetrahydro-7-methoxy-4-methylcyclopent[b]indole-2-carboxylic acid ethyl ester (2.0 g, 0.007 mole) in 30 ml of dry tetrahydrofuran, was added lithium aluminum hydride (1M solution in tetrahydrofuran, 15 ml, 0.015 mole). After stirring at reflux for three hours, the mixture was cooled, quenched with 5 ml of saturated ammonium chloride solution and then diluted with 50 ml of ether. The mixture was filtered, and the filtrate concentrated to a yellow oil (~2 g). This oil was ... Run in O1CCCC1 (tetrahydrofuran). Starting materials: C(C)OC(=O)C1CC2=C(N(C=3C=CC(=CC23)OC)C)C1 (1,2,3,4-tetrahydro-7-methoxy-4-methylcyclopent[b]indole-2-carboxylic acid ethyl ester), [H-].[Al+3].[Li+].[H-].[H-].[H-] (lithium aluminum hydride). The reactants are C(C)OC(=O)C=1NC2=CC(=CC=C2C1)C(C)(C)C (6-tert-butyl-1H-indole-2-carboxylic acid ethyl ester), [S-]C#N.[NH4+] (ammonium thiocyanate), BrBr (bromine). The solvent is CO (MeOH). Yields the product C(C)OC(=O)C=1NC2=CC(=C(C=C2C1)SC#N)C(C)(C)C (6-tert-Butyl-5-thiocyanato-1H-indole-2-carboxylate ethyl ester). Reaction SMILES: [CH2:1]([O:3][C:4]([C:6]1[NH:7][C:8]2[C:13]([CH:14]=1)=[CH:12][CH:11]=[C:10]([C:15]([CH3:18])([CH3:17])[CH3:16])[CH:9]=2)=[O:5])[CH3:2].[S-:19][C:20]#[N:21].[NH4+].BrBr>CO>[CH2:1]([O:3][C:4]([C:6]1[NH:7][C:8]2[C:13]([CH:14]=1)=[CH:12][C:11]([S:19][C:20]#[N:21])=[C:10]([C:15]([CH3:17])([CH3:16])[CH3:18])[CH:9]=2)=[O:5])[CH3:2] |f:1.2|. Procedure: The title compound was prepared according to General Method 13 using 6-tert-butyl-1H-indole-2-carboxylic acid ethyl ester (prepared in Example YY; 3.5 g, 14 mmol), ammonium thiocyanate (1.63 g, 21.4 mmol), bromine (3.42 g, 21.4 mmol), and MeOH (50 mL). The crude product was purified by flash silica gel chromatography (5%-50% EtOAc in hexanes as eluents). MS(APCI): 301 (M−H). The reactants are CO, Cl, [Na+], COC(=O)c1ccc(-c2nc(-c3ccc(Oc4ccccc4)cc3)no2)cc1, C1CCOC1, [OH-]. Product: O=C(O)c1ccc(-c2nc(-c3ccc(Oc4ccccc4)cc3)no2)cc1. Reaction SMILES: [CH3:37][OH:38].[ClH:36].[Na+:30].[O:1]([c:2]1[cH:3][cH:4][cH:5][cH:6][cH:7]1)[c:8]1[cH:9][cH:10][c:11](-[c:14]2[n:15][o:16][c:17](-[c:19]3[cH:20][cH:21][c:22]([C:23](=[O:24])[O:25][CH3:26])[cH:27][cH:28]3)[n:18]2)[cH:12][cH:13]1.[O:31]1[CH2:32][CH2:33][CH2:34][CH2:35]1.[OH-:29]>>[O:1]([c:2]1[cH:3][cH:4][cH:5][cH:6][cH:7]1)[c:8]1[cH:9][cH:10][c:11](-[c:14]2[n:15][o:16][c:17](-[c:19]3[cH:20][cH:21][c:22]([C:23](=[O:24])[OH:25])[cH:27][cH:28]3)[n:18]2)[cH:12][cH:13]1.